Dataset: the Open Reaction Database (ORD), a public repository of structured organic reaction records. Task: describe an organic reaction: reactants, conditions, products, and yield Starting materials: CCCN(CCC)C(=O)C1=Cc2ccc(-c3ccc(C(=O)N4CCC(O[Si](C)(C)C(C)(C)C)C4)cc3)cc2N=C(NC(=O)OC(C)(C)C)C1, CCCC[N+](CCCC)(CCCC)CCCC, C1CCOC1, CCOC(C)=O, [F-]. Product: CCCN(CCC)C(=O)C1=Cc2ccc(-c3ccc(C(=O)N4CCC(O)C4)cc3)cc2N=C(NC(=O)OC(C)(C)C)C1. RXN SMILES: [C:1]([Si:2]([CH3:3])([CH3:4])[O:6][CH:7]1[CH2:8][N:9]([C:12](=[O:13])[c:14]2[cH:15][cH:16][c:17](-[c:20]3[cH:21][cH:22][c:23]4[c:24]([cH:47]3)[N:25]=[C:26]([NH:39][C:40]([O:41][C:42]([CH3:43])([CH3:44])[CH3:45])=[O:46])[CH2:27][C:28]([C:30]([N:31]([CH2:32][CH2:33][CH3:34])[CH2:35][CH2:36][CH3:37])=[O:38])=[CH:29]4)[cH:18][cH:19]2)[CH2:10][CH2:11]1)([CH3:5])([CH3:48])[CH3:49].[CH2:51]([N+:52]([CH2:53][CH2:54][CH2:55][CH3:56])([CH2:57][CH2:58][CH2:59][CH3:60])[CH2:61][CH2:62][CH2:63][CH3:64])[CH2:65][CH2:66][CH3:67].[CH2:68]1[O:69][CH2:70][CH2:71][CH2:72]1.[CH3:73][CH2:74][O:75][C:76]([CH3:77])=[O:78].[F-:50]>>[OH:6][CH:7]1[CH2:8][N:9]([C:12](=[O:13])[c:14]2[cH:15][cH:16][c:17](-[c:20]3[cH:21][cH:22][c:23]4[c:24]([cH:47]3)[N:25]=[C:26]([NH:39][C:40]([O:41][C:42]([CH3:43])([CH3:44])[CH3:45])=[O:46])[CH2:27][C:28]([C:30]([N:31]([CH2:32][CH2:33][CH3:34])[CH2:35][CH2:36][CH3:37])=[O:38])=[CH:29]4)[cH:18][cH:19]2)[CH2:10][CH2:11]1. The reactants are O.O.[Cl-].[Ca+2].[Cl-] (Calcium chloride dihydrate), Cl (hydrochloric acid), C(C)(C)NC(C)C.C1(CC1)C1=NC2=CC=CC=C2C(=C1/C=C/[C@H](C[C@H](CC(=O)O)O)O)C1=CC=C(C=C1)F ((3R,5S,6E)-7-[2-cyclopropyl-4-(4-fluorophenyl)quinolin-3-yl]-3,5-dihydroxy hept-6-enoic acid diisopropylamine salt), [OH-].[Na+] (sodium hydroxide). The solvent is O (water), O (water), C(C)(=O)OCC (ethyl acetate), O (Water). Conditions: time 2 hour. Yields the product C1(CC1)C1=NC2=CC=CC=C2C(=C1/C=C/[C@H](C[C@H](CC(=O)O)O)O)C1=CC=C(C=C1)F ((3R,5S,6E)-7-[2-cyclopropyl-4-(4-fluorophenyl)quinolin-3-yl]-3,5-dihydroxy hept-6-enoic acid). Yield: 85.6%. RXN SMILES: C(NC(C)C)(C)C.[CH:8]1([C:11]2[C:20](/[CH:21]=[CH:22]/[C@@H:23]([OH:31])[CH2:24][C@@H:25]([OH:30])[CH2:26][C:27]([OH:29])=[O:28])=[C:19]([C:32]3[CH:37]=[CH:36][C:35]([F:38])=[CH:34][CH:33]=3)[C:18]3[C:13](=[CH:14][CH:15]=[CH:16][CH:17]=3)[N:12]=2)[CH2:10][CH2:9]1.Cl.[OH-].[Na+].O.O.[Cl-].[Ca+2].[Cl-]>O.C(OCC)(=O)C>[CH:8]1([C:11]2[C:20](/[CH:21]=[CH:22]/[C@@H:23]([OH:31])[CH2:24][C@@H:25]([OH:30])[CH2:26][C:27]([OH:29])=[O:28])=[C:19]([C:32]3[CH:37]=[CH:36][C:35]([F:38])=[CH:34][CH:33]=3)[C:18]3[C:13](=[CH:14][CH:15]=[CH:16][CH:17]=3)[N:12]=2)[CH2:10][CH2:9]1 |f:0.1,3.4,5.6.7.8.9|. Procedure: A solution of (3R,5S,6E)-7-[2-cyclopropyl-4-(4-fluorophenyl)quinolin-3-yl]-3,5-dihydroxy hept-6-enoic acid diisopropylamine salt (10.0 g) in a mixed solvent of ethyl acetate (100.0 mL) and water (100.0 mL) was cooled to 0˜5° C. The pH of the reaction mixture was adjusted to 3.0˜4.0 using 1N hydrochloric acid solution. Water (40.0 mL) was added to the separated organic layer, the pH of which was then adjusted to 9.0˜11.5 using 1N sodium hydroxide solution. Calcium chloride dihydrate (2.8 g) was a... Starting materials: C(C)(C)(C)C(O[SiH](C1=CC=CC=C1)C1=CC=CC=C1)=C(CCO)CCO (3-(tertbutyldiphenylsilyloxymethylene)-pentane-1,5-diol), CS(=O)(=O)Cl (methanesulfonyl chloride). Solvent: CCOCC (ether). Conditions: time 9.5 hour. Yields the product CS(=O)(=O)OCCC(CCOS(=O)(=O)C)=CO[Si](C1=CC=CC=C1)(C1=CC=CC=C1)C(C)(C)C (1,5-bis(methanesulfonyloxy)-3-(tert-butyldiphenylsilyloxymethylene)-pentane). The yield is 169.9%. RXN SMILES: C([C:5](=[C:20]([CH2:24][CH2:25][OH:26])[CH2:21][CH2:22][OH:23])[O:6][SiH:7]([C:14]1[CH:19]=[CH:18][CH:17]=[CH:16][CH:15]=1)[C:8]1[CH:13]=[CH:12][CH:11]=[CH:10][CH:9]=1)(C)(C)C.[CH3:27][S:28](Cl)(=[O:30])=[O:29]>CCOCC>[CH3:27][S:28]([O:26][CH2:25][CH2:24][C:20](=[CH:5][O:6][Si:7]([C:20]([CH3:24])([CH3:21])[CH3:5])([C:8]1[CH:9]=[CH:10][CH:11]=[CH:12][CH:13]=1)[C:14]1[CH:15]=[CH:16][CH:17]=[CH:18][CH:19]=1)[CH2:21][CH2:22][O:23][S:28]([CH3:27])(=[O:30])=[O:29])(=[O:30])=[O:29]. Reported procedure: To a 0° C. ether (300 mL) solution of 3-(tertbutyldiphenylsilyloxymethylene)-pentane-1,5-diol (6.9 g, 19 mmol) was added methanesulfonyl chloride (4.3 mL, 56 mmol) followed by Et3 N (7.7 mL, 56 mmol). After 3-16 hours, gradually warming to ambient temperature, the reaction was washed with water, brine, dried over MgSO4, and concentrated to give the 1,5-bis(methanesulfonyloxy)-3-(tert-butyldiphenylsilyloxymethylene)-pentane 8.5 g (90%) as a colorless oil that was used without further purification... Procedure details: The title compound is prepared from (3R,3aR,6R,6aR)-6-(6-chloro-5-(4-(4,4,5,5-tetramethyl-1,3,2-dioxaborolan-2-yl)phenyl)-3-(2-trimethylsilanyl-ethoxymethyl)-3H-imidazo[4,5-b]pyridin-2-yloxy)hexahydrofuro[3,2-b]furan-3-ol and N′-(4-bromophenyl)-N-(propan-2-yl)-methanesulfonimidamide following a procedure analogous to that described for Intermediate 3 (Step 3). LC (method 1): tR=1.12 min; Mass spectrum (ESI+): m/z=714 [M+H]+. The reactants are ClC=1C=C2C(=NC1C1=CC=C(C=C1)B1OC(C(O1)(C)C)(C)C)N(C(=N2)O[C@@H]2CO[C@H]1[C@@H]2OC[C@H]1O)COCC[Si](C)(C)C ((3R,3aR,6R,6aR)-6-(6-chloro-5-(4-(4,4,5,5-tetramethyl-1,3,2-dioxaborolan-2-yl)phenyl)-3-(2-trimethylsilanyl-ethoxymethyl)-3H-imidazo[4,5-b]pyridin-2-yloxy)hexahydrofuro[3,2-b]furan-3-ol), BrC1=CC=C(C=C1)N=S(=O)(NC(C)C)C (N′-(4-bromophenyl)-N-(propan-2-yl)-methanesulfonimidamide), Intermediate 3. RXN SMILES: [Cl:1][C:2]1[CH:3]=[C:4]2[N:25]=[C:24]([O:26][C@H:27]3[C@H:31]4[O:32][CH2:33][C@@H:34]([OH:35])[C@H:30]4[O:29][CH2:28]3)[N:23]([CH2:36][O:37][CH2:38][CH2:39][Si:40]([CH3:43])([CH3:42])[CH3:41])[C:5]2=[N:6][C:7]=1[C:8]1[CH:13]=[CH:12][C:11](B2OC(C)(C)C(C)(C)O2)=[CH:10][CH:9]=1.Br[C:45]1[CH:50]=[CH:49][C:48]([N:51]=[S:52]([CH3:58])([NH:54][CH:55]([CH3:57])[CH3:56])=[O:53])=[CH:47][CH:46]=1>>[OH:35][C@H:34]1[C@H:30]2[O:29][CH2:28][C@@H:27]([O:26][C:24]3[N:23]([CH2:36][O:37][CH2:38][CH2:39][Si:40]([CH3:41])([CH3:43])[CH3:42])[C:5]4=[N:6][C:7]([C:8]5[CH:9]=[CH:10][C:11]([C:45]6[CH:46]=[CH:47][C:48]([N:51]=[S:52]([CH3:58])([NH:54][CH:55]([CH3:56])[CH3:57])=[O:53])=[CH:49][CH:50]=6)=[CH:12][CH:13]=5)=[C:2]([Cl:1])[CH:3]=[C:4]4[N:25]=3)[C@H:31]2[O:32][CH2:33]1. Product: O[C@@H]1CO[C@H]2[C@@H]1OC[C@H]2OC2=NC=1C(=NC(=C(C1)Cl)C1=CC=C(C=C1)C1=CC=C(C=C1)N=S(=O)(NC(C)C)C)N2COCC[Si](C)(C)C (N′-{4-[4-(2-{[(3R,3aR,6R,6aR)-6-Hydroxy-hexahydrofuro[3,2-b]furan-3-yl]oxy}-6-chloro-3-{[2-(trimethylsilyl)ethoxy]methyl}-3H-imidazo[4,5-b]pyridin-5-yl)phenyl]phenyl}-N-(propan-2-yl)-methanesulfonimidamide). The reactants are CC(C)(C)OC(=O)N1CCC(O)CC1, O=[N+]([O-])c1cccc(-c2n[nH]cc2-c2ccncc2)c1, CCOC(=O)N=NC(=O)OCC, C1CCOC1, c1ccc(P(c2ccccc2)c2ccccc2)cc1. Product: CC(C)(C)OC(=O)N1CCC(n2cc(-c3ccncc3)c(-c3cccc([N+](=O)[O-])c3)n2)CC1. RXN SMILES: [C:40]([CH3:41])([CH3:42])([CH3:43])[O:44][C:45](=[O:46])[N:47]1[CH2:48][CH2:49][CH:50]([OH:53])[CH2:51][CH2:52]1.[N+:1](=[O:2])([O-:3])[c:4]1[cH:5][c:6](-[c:10]2[n:11][nH:12][cH:13][c:14]2-[c:15]2[cH:16][cH:17][n:18][cH:19][cH:20]2)[cH:7][cH:8][cH:9]1.[O:54]=[C:55]([O:56][CH2:57][CH3:58])[N:59]=[N:60][C:61]([O:62][CH2:63][CH3:64])=[O:65].[O:66]1[CH2:67][CH2:68][CH2:69][CH2:70]1.[c:21]1([P:22]([c:23]2[cH:24][cH:25][cH:26][cH:27][cH:28]2)[c:29]2[cH:30][cH:31][cH:32][cH:33][cH:34]2)[cH:35][cH:36][cH:37][cH:38][cH:39]1>>[N+:1](=[O:2])([O-:3])[c:4]1[cH:5][c:6](-[c:10]2[n:11][n:12]([CH:50]3[CH2:49][CH2:48][N:47]([C:45]([O:44][C:40]([CH3:41])([CH3:42])[CH3:43])=[O:46])[CH2:52][CH2:51]3)[cH:13][c:14]2-[c:15]2[cH:16][cH:17][n:18][cH:19][cH:20]2)[cH:7][cH:8][cH:9]1. The reactants are ClC1=C(C(=C(C=C1)Cl)Cl)Cl (1,2,3,4-tetrachlorobenzene), ClC1(C(=C(C(=C1Cl)Cl)Cl)Cl)Cl (hexachlorocyclopentadiene), [Cl-].[Al+3].[Cl-].[Cl-] (aluminum chloride), Cl (hydrogen chloride). Product: ClC=1C(=C(C(=C(C1)C1(C(=C(C(=C1Cl)Cl)Cl)Cl)C1=C(C(=C(C(=C1)Cl)Cl)Cl)Cl)Cl)Cl)Cl (di(tetrachlorophenyl)tetrachlorocyclopentadiene). As a reaction SMILES: [Cl:1][C:2]1[CH:7]=[CH:6][C:5]([Cl:8])=[C:4]([Cl:9])[C:3]=1[Cl:10].Cl[C:12]1(Cl)[C:16]([Cl:17])=[C:15]([Cl:18])[C:14]([Cl:19])=[C:13]1[Cl:20].[Cl-:22].[Al+3].[Cl-:24].[Cl-:25].[ClH:26]>>[Cl:1][C:2]1[C:3]([Cl:10])=[C:4]([Cl:9])[C:5]([Cl:8])=[C:6]([C:12]2([C:2]3[CH:7]=[C:6]([Cl:22])[C:5]([Cl:24])=[C:4]([Cl:25])[C:3]=3[Cl:26])[C:13]([Cl:20])=[C:14]([Cl:19])[C:15]([Cl:18])=[C:16]2[Cl:17])[CH:7]=1 |f:2.3.4.5|. Procedure: A mixture of 1,2,3,4-tetrachlorobenzene, 130 grams (0.6 mole), hexachlorocyclopentadiene, 65 grams (0.24 mole), and aluminum chloride, 5 grams, was heated on a steam bath at 75°-90° centigrade until the evolution of hydrogen chloride stopped and the reaction mixture solidified. The purple solid was triturated with acetone to dissolve the aluminum chloride, filtered, washed with acetone and dried to give a tan, solid product. Reactants: ClC1=CC=C(C=C1)O (p-chlorophenol), C[O-].[Na+] (sodium methoxide), BrC(C(=O)OC)C1=CC=C(C=C1)OC1=CC=C(C=C1)S(=O)(=O)C (methyl α-bromo-α-[p-(p-methylsulfonylphenoxy)phenyl]acetate). Run in CO (methanol), CO (methanol). Yields the product ClC1=CC=C(OC(C(=O)OC)C2=CC=C(C=C2)OC2=CC=C(C=C2)S(=O)(=O)C)C=C1 (Methyl α-(p-chlorophenoxy)-α-[p-(p-methylsulfonylphenoxy)phenyl]acetate). Yield: 68.6%. RXN SMILES: [Cl:1][C:2]1[CH:7]=[CH:6][C:5]([OH:8])=[CH:4][CH:3]=1.C[O-].[Na+].Br[CH:13]([C:18]1[CH:23]=[CH:22][C:21]([O:24][C:25]2[CH:30]=[CH:29][C:28]([S:31]([CH3:34])(=[O:33])=[O:32])=[CH:27][CH:26]=2)=[CH:20][CH:19]=1)[C:14]([O:16][CH3:17])=[O:15]>CO>[Cl:1][C:2]1[CH:7]=[CH:6][C:5]([O:8][CH:13]([C:18]2[CH:23]=[CH:22][C:21]([O:24][C:25]3[CH:30]=[CH:29][C:28]([S:31]([CH3:34])(=[O:32])=[O:33])=[CH:27][CH:26]=3)=[CH:20][CH:19]=2)[C:14]([O:16][CH3:17])=[O:15])=[CH:4][CH:3]=1 |f:1.2|. Reported procedure: To a solution of 1.38 g of p-chlorophenol and 0.585 g of sodium methoxide in 10 ml of methanol is added a solution of 3.53 g of methyl α-bromo-α-[p-(p-methylsulfonylphenoxy)phenyl]acetate in 15 ml of methanol. The mixture is refluxed for 20 hours, chilled and filtered to give 2.71 g of white crystals, mp 182°-183° C. Recrystallization by heating in 75 ml of acetone and adding 20 ml of dichloromethane, followed by adding hexane gives on chilling the product as white crystals, mp 182°-183° C. The reactants are ClC1=CC(=C(C=C1)C1=C(C=CC=C1)C(C)NS(=O)(=O)C1=C(C=C(C=C1)OC)OC)F (N-[1-(4′-chloro-2′-fluoro-1,1′-biphenyl-2-yl)ethyl]-2,4-dimethoxybenzenesulfonamide), C([O-])([O-])=O.[K+].[K+] (potassium carbonate). The solvent is CN(C=O)C (N,N-dimethylformamide). Yields the product ClC=1C=CC=2C3=CC=CC=C3C(N(C2C1)S(=O)(=O)C1=C(C=C(C=C1)OC)OC)C (3-Chloro-5-[(2,4-dimethoxyphenyl)sulfonyl]-6-methyl-5,6-dihydrophenanthridin), white solid. Isolated yield 100.0%. RXN SMILES: [Cl:1][C:2]1[CH:7]=[CH:6][C:5]([C:8]2[CH:13]=[CH:12][CH:11]=[CH:10][C:9]=2[CH:14]([NH:16][S:17]([C:20]2[CH:25]=[CH:24][C:23]([O:26][CH3:27])=[CH:22][C:21]=2[O:28][CH3:29])(=[O:19])=[O:18])[CH3:15])=[C:4](F)[CH:3]=1.C(=O)([O-])[O-].[K+].[K+]>CN(C)C=O>[Cl:1][C:2]1[CH:7]=[CH:6][C:5]2[C:8]3[C:9]([CH:14]([CH3:15])[N:16]([S:17]([C:20]4[CH:25]=[CH:24][C:23]([O:26][CH3:27])=[CH:22][C:21]=4[O:28][CH3:29])(=[O:19])=[O:18])[C:4]=2[CH:3]=1)=[CH:10][CH:11]=[CH:12][CH:13]=3 |f:1.2.3|. Reported procedure: The title compound was prepared from N-[1-(4′-chloro-2′-fluoro-1,1′-biphenyl-2-yl)ethyl]-2,4-dimethoxybenzenesulfonamide (470 mg, 1.04 mmol), anhydrous N,N-dimethylformamide (2 mL), and potassium carbonate (287 mg, 2.0 mmol) according to the procedure and in the same manner as described in Example 105, step d resulting in the isolation of 447 mg (100%) of a white solid that was used without further purification; Starting materials: CS(=O)(=O)C=1SC(=NN1)NC (2-methylsulfonyl-5-methylamino-1,3,4-thiadiazole), C(=O)(Cl)Cl (phosgene), C(=O)(Cl)Cl (phosgene). Solvent: C1=CC=CC=C1 (benzene), C1=CC=CC=C1 (benzene). Product: CS(=O)(=O)C=1SC(=NN1)N(C(=O)Cl)C (N-(2-methylsulfonyl-1,3,4-thiadiazol-5-yl)-N-methylcarbamoyl chloride). Reaction SMILES: [CH3:1][S:2]([C:5]1[S:6][C:7]([NH:10][CH3:11])=[N:8][N:9]=1)(=[O:4])=[O:3].[C:12]([Cl:15])(Cl)=[O:13]>C1C=CC=CC=1>[CH3:1][S:2]([C:5]1[S:6][C:7]([N:10]([CH3:11])[C:12]([Cl:15])=[O:13])=[N:8][N:9]=1)(=[O:4])=[O:3]. Procedure details: 2-methylsulfonyl-5-methylamino-1,3,4-thiadiazole (0.1 mole) and a solution of phosgene (0.11 mole) in benzene (200 ml) are charged into a glass reaction vessel equipped with a mechanical stirrer and reflux condenser. The reaction mixture is heated at reflux for a period of about 4 hours. After this time the mixture is stripped of benzene and unreacted phosgene to yield the desired product N-(2-methylsulfonyl-1,3,4-thiadiazol-5-yl)-N-methylcarbamoyl chloride.